This data is from the Open Reaction Database (ORD), a public repository of structured organic reaction records. The task is: describe an organic reaction: reactants, conditions, products, and yield The product is OC1=NC(=CC(=N1)S)C (2-hydroxy-4-mercapto-6-methylpyrimidine). The reactants are CC1=CC(NC(N1)=O)=O (6-Methyluracil), P12(=S)SP3(=S)SP(=S)(S1)SP(=S)(S2)S3 (Phosphorus pentasulfide). Reaction conditions: temperature 50 celsius. Reported procedure: 6-Methyluracil (25.0 g) was suspended in 1 liter of distilled pyridine with stirring and heated at 50° C. into solution. Phosphorus pentasulfide (12.6 g) was then added, and the mixture was refluxed for 20 hours. The solution was concentrated under reduced pressure, then the residue was refluxed with 500 ml of ethanol for one hour. Insoluble materials were removed by filtration and the filtrate was concentrated under reduced pressure. The residue was recrystallized from ethanol, affording 5.5 g ... Isolated yield 136.5%. Reaction SMILES: [CH3:1][C:2]1[NH:7][C:6](=[O:8])[NH:5][C:4](=O)[CH:3]=1.P12(SP3(SP(SP(S3)(S1)=S)(=S)S2)=S)=[S:11]>N1C=CC=CC=1>[OH:8][C:6]1[N:5]=[C:4]([SH:11])[CH:3]=[C:2]([CH3:1])[N:7]=1. Solvent: N1=CC=CC=C1 (pyridine).